Task: describe an organic reaction: reactants, conditions, products, and yield. Dataset: the Open Reaction Database (ORD), a public repository of structured organic reaction records The reactants are [H-].[Na+] (Sodium hydride), Cl (HCl), C(C)(=O)Cl (acetyl chloride), C(C(C)C)C=1C=C(C=CC1C(C(F)(F)F)(C(F)(F)F)OC)NC(=O)C1=NC=CN=C1C (N-{3-isobutyl-4-[1-methoxy-2,2,2-trifluoro-1-(trifluoromethyl)ethyl]pheny}-3-methylpyrazine-2-carboxamide). Solvent: C1CCOC1 (THF), C1CCOC1 (THF), C1CCOC1 (THF). Run at time 30 minute. The product is C(C)(=O)N(C(=O)C1=NC=CN=C1C)C1=CC(=C(C=C1)C(C(F)(F)F)(C(F)(F)F)OC)CC(C)C (N-acetyl-N-{3-isobutyl-4-[1-methoxy-2,2,2-trifluoro-1-(trifluoromethyl)-ethyl]pheny}-3-methylpyrazine-2-carboxamide). The yield is 30.4%. Reaction SMILES: [H-].[Na+].[CH2:3]([C:7]1[CH:8]=[C:9]([NH:24][C:25]([C:27]2[C:32]([CH3:33])=[N:31][CH:30]=[CH:29][N:28]=2)=[O:26])[CH:10]=[CH:11][C:12]=1[C:13]([O:22][CH3:23])([C:18]([F:21])([F:20])[F:19])[C:14]([F:17])([F:16])[F:15])[CH:4]([CH3:6])[CH3:5].[C:34](Cl)(=[O:36])[CH3:35].Cl>C1COCC1>[C:34]([N:24]([C:9]1[CH:10]=[CH:11][C:12]([C:13]([O:22][CH3:23])([C:18]([F:20])([F:21])[F:19])[C:14]([F:17])([F:16])[F:15])=[C:7]([CH2:3][CH:4]([CH3:6])[CH3:5])[CH:8]=1)[C:25]([C:27]1[C:32]([CH3:33])=[N:31][CH:30]=[CH:29][N:28]=1)=[O:26])(=[O:36])[CH3:35] |f:0.1|. Procedure details: Sodium hydride (32 mg, 60% by weight, 0.8 mmol) was suspended in THF (10 ml) and a THF (5 ml) solution of N-{3-isobutyl-4-[1-methoxy-2,2,2-trifluoro-1-(trifluoromethyl)ethyl]pheny}-3-methylpyrazine-2-carboxamide (300 mg, 0.67 mmol) was added dropwise thereto. The reaction solution was stirred at room temperature for 30 minutes, and was added with a THF (2 ml) solution of acetyl chloride (63 mg, 0.8 mmol) and stirred overnight. The reaction solution was poured into a diluted HCl solution, followe...